Dataset: the Open Reaction Database (ORD), a public repository of structured organic reaction records. Task: describe an organic reaction: reactants, conditions, products, and yield The reactants are ClC1=CC=C(C=O)C=C1 (4-chlorobenzaldehyde), C(C)(=O)C1=CC=CC=C1 (acetophenone). Product: ClC1=CC=C(C=C1)C=CC(=O)C1=CC=CC=C1 (3-(4-chlorophenyl)-1-phenylprop-2-en-1-one). RXN SMILES: [Cl:1][C:2]1[CH:9]=[CH:8][C:5]([CH:6]=O)=[CH:4][CH:3]=1.[C:10]([C:13]1[CH:18]=[CH:17][CH:16]=[CH:15][CH:14]=1)(=[O:12])[CH3:11]>>[Cl:1][C:2]1[CH:9]=[CH:8][C:5]([CH:6]=[CH:11][C:10]([C:13]2[CH:18]=[CH:17][CH:16]=[CH:15][CH:14]=2)=[O:12])=[CH:4][CH:3]=1. Reported procedure: By a procedure similar to that of example 1.59.1, starting from 4-chlorobenzaldehyde and acetophenone, 3-(4-chlorophenyl)-1-phenylprop-2-en-1-one was obtained as yellowish solid. Starting materials: C(C)(C)(C)OC(NC1CCN(CC1)C=1N(C(C(=C(N1)C1=CC(=C(C=C1)C#N)F)Cl)=O)C)=O ({1-[5-chloro-4-(4-cyano-3-fluoro-phenyl)-1-methyl-6-oxo-1,6-dihydro-pyrimidin-2-yl]-piperidin-4-yl}-carbamic acid tert-butyl ester), O1C=CC2=C1C=CC(=C2)B(O)O (benzofuran-5-boronic acid), C(=O)([O-])[O-].[Na+].[Na+] (Na2CO3). Reagents/catalysts: C=1C=CC(=CC1)[P](C=2C=CC=CC2)(C=3C=CC=CC3)[Pd]([P](C=4C=CC=CC4)(C=5C=CC=CC5)C=6C=CC=CC6)([P](C=7C=CC=CC7)(C=8C=CC=CC8)C=9C=CC=CC9)[P](C=1C=CC=CC1)(C=1C=CC=CC1)C=1C=CC=CC1 (Pd(PPh3)4). Solvent: O1CCOCC1 (1,4-dioxane), O (water). The product is C(C)(C)(C)OC(NC1CCN(CC1)C=1N(C(C(=C(N1)C1=CC(=C(C=C1)C#N)F)C=1C=CC=2C1C=COC2)=O)C)=O ({1-[5-benzofuran-5-yl-4-(4-cyano-3-fluoro-phenyl)-1-methyl-6-oxo-1,6dihydro-pyrimidin-2-yl]-piperidin-4-yl}-carbamic acid tert-butyl ester). The yield is 40.9%. As a reaction SMILES: [C:1]([O:5][C:6](=[O:32])[NH:7][CH:8]1[CH2:13][CH2:12][N:11]([C:14]2[N:15]([CH3:31])[C:16](=[O:30])[C:17](Cl)=[C:18]([C:20]3[CH:25]=[CH:24][C:23]([C:26]#[N:27])=[C:22]([F:28])[CH:21]=3)[N:19]=2)[CH2:10][CH2:9]1)([CH3:4])([CH3:3])[CH3:2].[O:33]1[C:37]2[CH:38]=[CH:39][C:40](B(O)O)=[CH:41][C:36]=2[CH:35]=[CH:34]1.C([O-])([O-])=O.[Na+].[Na+]>O1CCOCC1.O.C1C=CC([P]([Pd]([P](C2C=CC=CC=2)(C2C=CC=CC=2)C2C=CC=CC=2)([P](C2C=CC=CC=2)(C2C=CC=CC=2)C2C=CC=CC=2)[P](C2C=CC=CC=2)(C2C=CC=CC=2)C2C=CC=CC=2)(C2C=CC=CC=2)C2C=CC=CC=2)=CC=1>[C:1]([O:5][C:6](=[O:32])[NH:7][CH:8]1[CH2:13][CH2:12][N:11]([C:14]2[N:15]([CH3:31])[C:16](=[O:30])[C:17]([C:40]3[CH:41]=[CH:36][C:35]4[C:39]=3[CH:38]=[CH:37][O:33][CH:34]=4)=[C:18]([C:20]3[CH:25]=[CH:24][C:23]([C:26]#[N:27])=[C:22]([F:28])[CH:21]=3)[N:19]=2)[CH2:10][CH2:9]1)([CH3:4])([CH3:3])[CH3:2] |f:2.3.4,^1:61,63,82,101|. Reported procedure: A mixture of {1-[5-chloro-4-(4-cyano-3-fluoro-phenyl)-1-methyl-6-oxo-1,6-dihydro-pyrimidin-2-yl]-piperidin-4-yl}-carbamic acid tert-butyl ester (200 mg, 0.45 mmol), benzofuran-5-boronic acid (120 mg, 0.68 mmol), Pd(PPh3)4 (26 mg, 0.05 mmol) and 2M Na2CO3 (0.9 mL) in 1,4-dioxane (200 mL) was refluxed overnight under N2 atmosphere. The reaction mixture was diluted with water and extracted with EA (3×). The combined organics were washed with brine, dried (Na2SO4) and concentrated. The residue was p...